Dataset: the Open Reaction Database (ORD), a public repository of structured organic reaction records. Task: describe an organic reaction: reactants, conditions, products, and yield The reactants are CN(C)CCO, C[Si](C)(C)[N-][Si](C)(C)C, O=[N+]([O-])c1ccc(Cl)nc1, [Na+], CN(C)C=O. Yields the product CN(C)CCOc1ccc([N+](=O)[O-])cn1. RXN SMILES: [CH3:1][N:2]([CH3:3])[CH2:4][CH2:5][OH:6].[CH3:7][Si:8]([N-:9][Si:10]([CH3:11])([CH3:12])[CH3:13])([CH3:14])[CH3:15].[Cl:17][c:18]1[n:19][cH:20][c:21]([N+:24](=[O:25])[O-:26])[cH:22][cH:23]1.[Na+:16].[O:27]=[CH:28][N:29]([CH3:30])[CH3:31]>>[CH3:1][N:2]([CH3:3])[CH2:4][CH2:5][O:6][c:18]1[n:19][cH:20][c:21]([N+:24](=[O:25])[O-:26])[cH:22][cH:23]1. Starting materials: C1CCOC1, CS(=O)(=O)c1cccnc1S(C)(=O)=O, CC(C)(C)[O-], CS(C)=O, Oc1ccc(Cl)c(Cl)c1, [K+]. The product is CS(=O)(=O)c1cccnc1Oc1ccc(Cl)c(Cl)c1. Reaction SMILES: [CH2:34]1[O:35][CH2:36][CH2:37][CH2:38]1.[CH3:16][S:17](=[O:18])(=[O:19])[c:20]1[n:21][cH:22][cH:23][cH:24][c:25]1[S:26](=[O:27])(=[O:28])[CH3:29].[CH3:1][C:2]([CH3:3])([O-:4])[CH3:5].[CH3:30][S:31]([CH3:32])=[O:33].[Cl:7][c:8]1[cH:9][c:10]([OH:15])[cH:11][cH:12][c:13]1[Cl:14].[K+:6]>>[Cl:7][c:8]1[cH:9][c:10]([O:15][c:20]2[n:21][cH:22][cH:23][cH:24][c:25]2[S:26](=[O:27])(=[O:28])[CH3:29])[cH:11][cH:12][c:13]1[Cl:14].